Dataset: the Open Reaction Database (ORD), a public repository of structured organic reaction records. Task: describe an organic reaction: reactants, conditions, products, and yield The reactants are C=CCN1CC(=O)NC1=O, ClCCl, O=C(OO)c1cccc(Cl)c1, O=S([O-])O. Yields the product O=C1CN(CC2CO2)C(=O)N1. As a reaction SMILES: [CH2:1]([CH:2]=[CH2:3])[N:4]1[C:5](=[O:10])[NH:6][C:7](=[O:9])[CH2:8]1.[Cl:26][CH2:27][Cl:28].[OH:11][O:12][C:13]([c:14]1[cH:15][c:16]([Cl:17])[cH:18][cH:19][cH:20]1)=[O:21].[S:22](=[O:23])([OH:24])[O-:25]>>[CH2:1]([CH:2]1[CH2:3][O:11]1)[N:4]1[C:5](=[O:10])[NH:6][C:7](=[O:9])[CH2:8]1. The product is ClC1=C(C=CC(=C1)[N+](=O)[O-])N=NC1=CC=C(C=C1)N(CCCC(=O)O)CCCO (4-({4-[(2-Chloro-4-nitrophenyl)diazenyl]phenyl}(3-hydroxypropyl)amino)butanoic Acid). Reaction conditions: temperature 4 celsius, time 8 hour. Reaction SMILES: [Cl:1][C:2]1[CH:7]=[C:6]([N+:8]([O-:10])=[O:9])[CH:5]=[CH:4][C:3]=1[N:11]=[N:12][C:13]1[CH:18]=[CH:17][C:16]([N:19]([CH2:28][CH2:29][CH2:30][OH:31])[CH2:20][CH2:21][CH2:22][C:23]([O:25]CC)=[O:24])=[CH:15][CH:14]=1.[OH-].[K+].C(O)(=O)C>C1COCC1.O.C(O)C>[Cl:1][C:2]1[CH:7]=[C:6]([N+:8]([O-:10])=[O:9])[CH:5]=[CH:4][C:3]=1[N:11]=[N:12][C:13]1[CH:14]=[CH:15][C:16]([N:19]([CH2:28][CH2:29][CH2:30][OH:31])[CH2:20][CH2:21][CH2:22][C:23]([OH:25])=[O:24])=[CH:17][CH:18]=1 |f:1.2|. Reported procedure: To a stirred solution of 20 (4.48 g, 10 mmole) in 40 mL of THF added 40 mL of ethanol followed by a solution of KOH (0.84 g, 15 mmol) in 20 mL of water and 20 mL of ethanol. The mixture is stirred overnight and concentrated. The residue suspended in 125 mL of water, treated with 2.6 mL (˜3 eqv.) of acetic acid, and cooled to 4° C. The resulting solid is filtered off, washed with water, and dried. Yield is quantitative. 1H NMR (DMSO-d6) δ: 8.42 (d, J=2.5 Hz, aromatic proton, 1H), 8.23 (dd, J1=9 H... Solvent: C(C)O (ethanol), O (water), C1CCOC1 (THF), C(C)O (ethanol). The reactants are [OH-].[K+] (KOH), C(C)(=O)O (acetic acid), ClC1=C(C=CC(=C1)[N+](=O)[O-])N=NC1=CC=C(C=C1)N(CCCC(=O)OCC)CCCO (Ethyl 4-({4-[(2-chloro-4-nitrophenyl)diazenyl]phenyl}(3-hydroxypropyl)amino)-butanoate). Starting materials: COC(=O)C1CC(S(=O)(=O)c2ccc(Br)cc2C(F)(F)F)CC1OC, [N-]=[N+]=[N-], [Na+], O. Product: COC(=O)C1CC(S(=O)(=O)c2ccc(N=[N+]=[N-])cc2C(F)(F)F)CC1OC. As a reaction SMILES: [CH3:1][O:2][C:3](=[O:4])[CH:5]1[CH:6]([O:24][CH3:25])[CH2:7][CH:8]([S:10](=[O:11])(=[O:12])[c:13]2[c:14]([C:20]([F:21])([F:22])[F:23])[cH:15][c:16]([Br:19])[cH:17][cH:18]2)[CH2:9]1.[N-:27]=[N+:28]=[N-:29].[Na+:26].[OH2:30]>>[CH3:1][O:2][C:3](=[O:4])[CH:5]1[CH:6]([O:24][CH3:25])[CH2:7][CH:8]([S:10](=[O:11])(=[O:12])[c:13]2[c:14]([C:20]([F:21])([F:22])[F:23])[cH:15][c:16]([N:27]=[N+:28]=[N-:29])[cH:17][cH:18]2)[CH2:9]1. Reactants: ClC=1SC(=CN1)C(=O)OCC (ethyl 2-chlorothiazole-5-formate), NC1=NC(=NC(=C1)Br)C (4-amino-6-bromo-2-methylpyrimidine). Product: BrC1=CC(=NC(=N1)C)NC=1SC(=CN1)C(=O)OCC (ethyl 2-(6-bromo-2-methylpyrimidin-4-ylamino)thiazole-5-formate). Yield: 75.5%. As a reaction SMILES: Cl[C:2]1[S:3][C:4]([C:7]([O:9][CH2:10][CH3:11])=[O:8])=[CH:5][N:6]=1.[NH2:12][C:13]1[CH:18]=[C:17]([Br:19])[N:16]=[C:15]([CH3:20])[N:14]=1>>[Br:19][C:17]1[N:16]=[C:15]([CH3:20])[N:14]=[C:13]([NH:12][C:2]2[S:3][C:4]([C:7]([O:9][CH2:10][CH3:11])=[O:8])=[CH:5][N:6]=2)[CH:18]=1. Procedure details: Prepared from ethyl 2-chlorothiazole-5-formate and Compound 9: ethyl 2-(6-bromo-2-methylpyrimidin-4-ylamino)thiazole-5-formate was yielded (yield: 75.5%). Reactants: O=C([O-])[O-], CC(C)(C)n1ncc(O)c(Cl)c1=O, CN(C)C=O, ClCc1ccc(Oc2ccc(Cl)cc2)nc1, [K+], [K+], O. The product is CC(C)(C)n1ncc(OCc2ccc(Oc3ccc(Cl)cc3)nc2)c(Cl)c1=O. As a reaction SMILES: [C:35](=[O:36])([O-:37])[O-:38].[C:6]([CH3:7])([CH3:8])([CH3:9])[n:10]1[n:11][cH:12][c:13]([OH:18])[c:14]([Cl:17])[c:15]1=[O:16].[CH3:1][N:2]([CH3:3])[CH:4]=[O:5].[Cl:19][CH2:20][c:21]1[cH:22][cH:23][c:24]([O:27][c:28]2[cH:29][cH:30][c:31]([Cl:34])[cH:32][cH:33]2)[n:25][cH:26]1.[K+:39].[K+:40].[OH2:41]>>[C:6]([CH3:7])([CH3:8])([CH3:9])[n:10]1[n:11][cH:12][c:13]([O:18][CH2:20][c:21]2[cH:22][cH:23][c:24]([O:27][c:28]3[cH:29][cH:30][c:31]([Cl:34])[cH:32][cH:33]3)[n:25][cH:26]2)[c:14]([Cl:17])[c:15]1=[O:16]. Reactants: BrC1=CC2=C(N=CN=C2Cl)N1 (6-bromo-4-chloro-7H-pyrrolo[2,3-d]pyrimidine), [H-].[Na+] (NaH), CI (Methyl iodide). The solvent is C1CCOC1 (THF). Conditions: time 8 hour. Product: BrC1=CC2=C(N=CN=C2Cl)N1C (6-bromo-4-chloro-7-methyl-7H-pyrrolo[2,3-d]pyrimidine). Isolated yield 76.5%. As a reaction SMILES: [Br:1][C:2]1[NH:11][C:5]2[N:6]=[CH:7][N:8]=[C:9]([Cl:10])[C:4]=2[CH:3]=1.[H-].[Na+].[CH3:14]I>C1COCC1>[Br:1][C:2]1[N:11]([CH3:14])[C:5]2[N:6]=[CH:7][N:8]=[C:9]([Cl:10])[C:4]=2[CH:3]=1 |f:1.2|. Reported procedure: To a solution of 6-bromo-4-chloro-7H-pyrrolo[2,3-d]pyrimidine (122 mg, 0.53 mmol), prepared as in reference 1, in THF (5 mL) at 0° C. is added NaH (31.8 mg, 0.80 mmol, 60% dispersion in oil) portion wise and the reaction mixture is warmed to room temperature for 1 hour. Methyl iodide (103 μL, 1.59 mmol) is added and the mixture is stirred overnight. The reaction is quenched with water and extracted three times with EtOAc. The combined organic layer is washed with brine, dried over MgSO4, and con...